This data is from the Open Reaction Database (ORD), a public repository of structured organic reaction records. The task is: describe an organic reaction: reactants, conditions, products, and yield The reactants are C(#N)C1=CC=C(C=C1)NC(CC(CC(=O)O)C)=O (5-(4-cyanophenylamino)-3-methyl-5-oxopentanoic acid), C(C)(=O)OCC (ethyl acetate). Reagents/catalysts: S(O)(O)(=O)=O (sulfuric acid). The solvent is CO (methanol). The product is C(#N)C1=CC=C(C=C1)NC(CC(CC(=O)OC)C)=O (methyl 5-(4-cyanophenylamino)-3-methyl-5-oxopentanoate). Isolated yield 56.0%. Reaction SMILES: [C:1]([C:3]1[CH:8]=[CH:7][C:6]([NH:9][C:10](=[O:18])[CH2:11][CH:12]([CH3:17])[CH2:13][C:14]([OH:16])=[O:15])=[CH:5][CH:4]=1)#[N:2].[C:19](OCC)(=O)C>S(=O)(=O)(O)O.CO>[C:1]([C:3]1[CH:8]=[CH:7][C:6]([NH:9][C:10](=[O:18])[CH2:11][CH:12]([CH3:17])[CH2:13][C:14]([O:16][CH3:19])=[O:15])=[CH:5][CH:4]=1)#[N:2]. Procedure: A solution of 5-(4-cyanophenylamino)-3-methyl-5-oxopentanoic acid (940 mg, 3.82 mmol) and conc. sulfuric acid (1 drop) in methanol (25 mL) was heated with reflux for 14 hr. The reaction solution was cooled, and ethyl acetate was added thereto. The solution was washed with water and saturated brine, and dried, and the solvent was evaporated under reduced pressure. The obtained residue was purified by silica gel column chromatography (solvent gradient; 10 to 100% ethyl acetate/hexane) to give meth... The reactants are CI (Methyl iodide), CO (Methanol), S1C(=NC2=C1C=CC=C2)SC(C#N)C2=CC(=CC=C2)OC2=CC=CC=C2 (alpha-(2-benzothiazolylthio)(m-phenoxyphenyl)acetonitrile), CO (methanol), C[O-].[Na+] (sodium methoxide). The solvent is O (water). Run at time 2.5 hour. The product is S1C(=NC2=C1C=CC=C2)SC(C#N)(C)C2=CC(=CC=C2)OC2=CC=CC=C2 (alpha-(2-benzothiazolylthio)-alpha-(m-phenoxyphenyl)propionitrile). Yield: 77.0%. As a reaction SMILES: [CH3:1]O.[S:3]1[C:7]2[CH:8]=[CH:9][CH:10]=[CH:11][C:6]=2[N:5]=[C:4]1[S:12][CH:13]([C:16]1[CH:21]=[CH:20][CH:19]=[C:18]([O:22][C:23]2[CH:28]=[CH:27][CH:26]=[CH:25][CH:24]=2)[CH:17]=1)[C:14]#[N:15].C[O-].[Na+].CI>O>[S:3]1[C:7]2[CH:8]=[CH:9][CH:10]=[CH:11][C:6]=2[N:5]=[C:4]1[S:12][C:13]([C:16]1[CH:21]=[CH:20][CH:19]=[C:18]([O:22][C:23]2[CH:28]=[CH:27][CH:26]=[CH:25][CH:24]=2)[CH:17]=1)([CH3:1])[C:14]#[N:15] |f:2.3|. Procedure details: Methanol (5 ml) was added to 945 mg of alpha-(2-benzothiazolylthio)(m-phenoxyphenyl)acetonitrile, and the mixture was stirred under ice cooling in an argon atmosphere. Then, 1.0 ml of a 2.7 M methanol solution of sodium methoxide was added, and the mixture was stirred under ice cooling for 10 minutes. Methyl iodide (0.25 ml) was then added. The mixture was stirred under ice cooling for 30 minutes, and then at room temperature for 2.5 hours. Then, 30 ml of water was added, and the reaction mixtur... The reactants are CN(CCCN1CCN(CC1)N1SC(=CN1)C=1N(C(=CN1)[N+](=O)[O-])C)C (2-{2-[4-(3-Dimethylaminopropyl)-1-piperazinyl]-5thiadiazolyl}-1-methyl-5-nitroimidazole), S1C(=NC=C1)N1CCNCC1 (1-(2-thiazolyl)piperazine), CN(CCCN1CCNCC1)C (1-(3-dimethylaminopropyl)piperazine). The product is S1C(=NC=C1)N1CCN(CC1)N1SC(=CN1)C=1N(C(=CN1)[N+](=O)[O-])C (2-{2-[4-(2-Thiazolyl)-1-piperazinyl]-5-thiadiazolyl}-1-methyl-5-nitroimidazole). Reaction SMILES: CN(C)CCC[N:6]1[CH2:11][CH2:10][N:9]([N:12]2[NH:16][CH:15]=[C:14]([C:17]3[N:18]([CH3:25])[C:19]([N+:22]([O-:24])=[O:23])=[CH:20][N:21]=3)[S:13]2)[CH2:8][CH2:7]1.[S:27]1[CH:31]=[CH:30][N:29]=[C:28]1N1CCNCC1.CN(C)CCCN1CCNCC1>>[S:27]1[CH:31]=[CH:30][N:29]=[C:28]1[N:6]1[CH2:11][CH2:10][N:9]([N:12]2[NH:16][CH:15]=[C:14]([C:17]3[N:18]([CH3:25])[C:19]([N+:22]([O-:24])=[O:23])=[CH:20][N:21]=3)[S:13]2)[CH2:8][CH2:7]1. Procedure details: The preparation of the subject compound is carried out essentially as described for the 2-[4-(3-dimethylaminopropyl)-1-piperazinyl] derivative (Example 35), an equivalent of 1-(2-thiazolyl)piperazine replacing the 1-(3-dimethylaminopropyl)piperazine. After recrystallization from 2-methoxyethanol, the pure compound melts at 297°-300° C. The reactants are Br.OC1=C(C(=O)C2CCNCC2)C=CC=C1 (4-(2-Hydroxybenzoyl)piperidine hydrobromide), 4-(2- and 4-hydroxybenzoyl)-1-acetyl piperidine. Run in Cl (HCl). Product: OC1=C(C(=O)C2CCN(CC2)CCCO)C=CC=C1 (4-(2-Hydroxybenzoyl)-1-(3-hydroxypropyl)piperidine). Reaction SMILES: Br.[OH:2][C:3]1[CH:16]=[CH:15][CH:14]=[CH:13][C:4]=1[C:5]([CH:7]1[CH2:12][CH2:11][NH:10][CH2:9][CH2:8]1)=[O:6]>Cl>[OH:2][C:3]1[CH:16]=[CH:15][CH:14]=[CH:13][C:4]=1[C:5]([CH:7]1[CH2:12][CH2:11][N:10]([CH2:5][CH2:4][CH2:3][OH:2])[CH2:9][CH2:8]1)=[O:6] |f:0.1|. Reported procedure: 4-(2-Hydroxybenzoyl)piperidine hydrobromide. An solution of 4-(2- and 4-hydroxybenzoyl)-1-acetyl piperidine (2.30 g, 9.30 mmol) in 6 N HCl (20 mL) was refluxed for 2 h. The cooled solution was extracted with ether (2×30 mL), made basic (NaOH) and was extracted with EtOAc (2×30 mL). An insoluble solid formed which was removed. The EtOAc portion was dried and was concentrated under reduced pressure. The free amine was dissolved in HBr (saturated solution in methanol, 5 mL) and the precipitated hyd... The product is CCOCOC1=C(CCCCCCCCC[Si](C)(C)C)C(=O)c2ccccc2C1=O. As a reaction SMILES: [CH2:36]([CH3:37])[O:38][CH2:39][Cl:40].[CH:27]([N:28]([CH:29]([CH3:30])[CH3:31])[CH2:32][CH3:33])([CH3:34])[CH3:35].[Cl:41][CH2:42][Cl:43].[OH:1][C:2]1=[C:11]([CH2:12][CH2:13][CH2:14][CH2:15][CH2:16][CH2:17][CH2:18][CH2:19][CH2:20][Si:21]([CH3:22])([CH3:23])[CH3:24])[C:10](=[O:25])[c:9]2[c:4]([cH:5][cH:6][cH:7][cH:8]2)[C:3]1=[O:26]>>[O:1]([C:2]1=[C:11]([CH2:12][CH2:13][CH2:14][CH2:15][CH2:16][CH2:17][CH2:18][CH2:19][CH2:20][Si:21]([CH3:22])([CH3:23])[CH3:24])[C:10](=[O:25])[c:9]2[c:4]([cH:5][cH:6][cH:7][cH:8]2)[C:3]1=[O:26])[CH2:39][O:38][CH2:36][CH3:37]. The reactants are CCOCCl, CCN(C(C)C)C(C)C, ClCCl, C[Si](C)(C)CCCCCCCCCC1=C(O)C(=O)c2ccccc2C1=O.